From a dataset of the Open Reaction Database (ORD), a public repository of structured organic reaction records. describe an organic reaction: reactants, conditions, products, and yield The reactants are CC(C)(C)OC(=O)NC1CCC(C=NCc2ccccc2)CC1, C1CCOC1, O, O=C(O)C(=O)O. The product is CC(C)(C)OC(=O)NC1CCC(C=O)CC1. Reaction SMILES: [C:1]([CH3:2])([CH3:3])([CH3:4])[O:5][C:6]([NH:7][CH:8]1[CH2:9][CH2:10][CH:11]([CH:14]=[N:15][CH2:16][c:17]2[cH:18][cH:19][cH:20][cH:21][cH:22]2)[CH2:12][CH2:13]1)=[O:23].[CH2:31]1[O:32][CH2:33][CH2:34][CH2:35]1.[OH2:30].[OH:24][C:25]([C:26](=[O:27])[OH:28])=[O:29]>>[C:1]([CH3:2])([CH3:3])([CH3:4])[O:5][C:6]([NH:7][CH:8]1[CH2:9][CH2:10][CH:11]([CH:14]=[O:24])[CH2:12][CH2:13]1)=[O:23]. Starting materials: C(C)OC(=O)C1=C(C=2C=NC=CC2N1C)O (3-hydroxy-1-methyl-1H-pyrrolo[3,2-c]pyridine-2-carboxylic acid ethyl ester), CCN(C(C)C)C(C)C (DIPEA), FC(C(C(S(=O)(=O)F)(F)F)(F)F)(C(F)(F)F)F (nonafluorobutylsulfonyl fluoride). Reagents/catalysts: CN(C)C=1C=CN=CC1 (DMAP). Run in C(Cl)Cl (DCM), C(Cl)Cl (DCM). Run at time 4.5 hour. Product: C(C)OC(=O)C1=C(C=2C=NC=CC2N1C)OS(=O)(=O)C(C(C(C(F)(F)F)(F)F)(F)F)(F)F (1-Methyl-3-(nonafluorobutane-1-sulfonyloxy)-1H-pyrrolo[3,2-c]pyridine-2-carboxylic acid ethyl ester). Reaction SMILES: [CH2:1]([O:3][C:4]([C:6]1[N:14]([CH3:15])[C:13]2[CH:12]=[CH:11][N:10]=[CH:9][C:8]=2[C:7]=1[OH:16])=[O:5])[CH3:2].CCN(C(C)C)C(C)C.[F:26][C:27]([F:42])([C:38]([F:41])([F:40])[F:39])[C:28]([F:37])([F:36])[C:29]([F:35])([F:34])[S:30](F)(=[O:32])=[O:31]>CN(C1C=CN=CC=1)C.C(Cl)Cl>[CH2:1]([O:3][C:4]([C:6]1[N:14]([CH3:15])[C:13]2[CH:12]=[CH:11][N:10]=[CH:9][C:8]=2[C:7]=1[O:16][S:30]([C:29]([F:34])([F:35])[C:28]([F:36])([F:37])[C:27]([F:26])([F:42])[C:38]([F:41])([F:40])[F:39])(=[O:32])=[O:31])=[O:5])[CH3:2]. Procedure details: To a stirred solution of 3-hydroxy-1-methyl-1H-pyrrolo[3,2-c]pyridine-2-carboxylic acid ethyl ester (695 mg, 3.16 mmol) and DMAP (19 mg, 0.16 mmol) in DCM (10 ml) at 0° C. was added DIPEA (1.35 ml, 7.58 mmol) and nonafluorobutylsulfonyl fluoride (0.74 ml, 4.10 mmol). After 10 minutes the reaction was warmed to room temperature and stirred for an additional 4.5 hours. The reaction mixture was diluted with DCM (50 ml) and washed with water (30 ml). The organic phase was isolated, dried over sodium...